Task: describe an organic reaction: reactants, conditions, products, and yield. Dataset: the Open Reaction Database (ORD), a public repository of structured organic reaction records Reactants: N#Cc1ccc(N=C=S)cc1, O=C([O-])O, COCCOC, [H-], NC(N)=S, [Na+], [Na+], O, OCc1cccnc1. The product is N#Cc1ccc(NC(=S)OCc2cccnc2)cc1. As a reaction SMILES: [C:11](#[N:12])[c:13]1[cH:14][cH:15][c:16]([N:19]=[C:20]=[S:21])[cH:17][cH:18]1.[C:22](=[O:23])([OH:24])[O-:25].[CH3:32][O:33][CH2:34][CH2:35][O:36][CH3:37].[H-:9].[NH2:27][C:28](=[S:29])[NH2:30].[Na+:10].[Na+:26].[OH2:31].[n:1]1[cH:2][c:3]([CH2:7][OH:8])[cH:4][cH:5][cH:6]1>>[n:1]1[cH:2][c:3]([CH2:7][O:8][C:20]([NH:19][c:16]2[cH:15][cH:14][c:13]([C:11]#[N:12])[cH:18][cH:17]2)=[S:21])[cH:4][cH:5][cH:6]1. Starting materials: CS(=O)(=O)C1=CC=C(C=C1)C=1C=C2C(=CN1)OC1(CC3(CCNCC3)C1)C2 (5-(4-methylsulfonyl-phenyl)-dispiro[2,3-dihydrofuro[2,3-c]pyridine-2,1′-cyclobutane-3′,4″-piperidine]), C(=O)([O-])[O-].[K+].[K+] (K2CO3), CC1(C)CO1 (isobutylene oxide). Solvent: CO (methanol). Conditions: time 15 minute. The product is OC(CN1CCC2(CC1)CC1(C2)CC=2C(=CN=C(C2)C2=CC=C(C=C2)S(=O)(=O)C)O1)(C)C (1″-(2-Hydroxy-2-methyl-propyl)-5-(4-methylsulfonyl-phenyl)-dispiro[2,3-dihydrofuro[2,3-c]pyridine-2,1′-cyclobutane-3′,4″-piperidine]). RXN SMILES: [CH3:1][S:2]([C:5]1[CH:10]=[CH:9][C:8]([C:11]2[CH:12]=[C:13]3[CH2:27][C:18]4([CH2:26][C:20]5([CH2:25][CH2:24][NH:23][CH2:22][CH2:21]5)[CH2:19]4)[O:17][C:14]3=[CH:15][N:16]=2)=[CH:7][CH:6]=1)(=[O:4])=[O:3].C([O-])([O-])=O.[K+].[K+].[CH3:34][C:35]1([O:38][CH2:37]1)[CH3:36]>CO>[OH:38][C:35]([CH3:37])([CH3:36])[CH2:34][N:23]1[CH2:22][CH2:21][C:20]2([CH2:26][C:18]3([O:17][C:14]4=[CH:15][N:16]=[C:11]([C:8]5[CH:9]=[CH:10][C:5]([S:2]([CH3:1])(=[O:4])=[O:3])=[CH:6][CH:7]=5)[CH:12]=[C:13]4[CH2:27]3)[CH2:19]2)[CH2:25][CH2:24]1 |f:1.2.3|. Procedure details: A mixture of 5-(4-methylsulfonyl-phenyl)-dispiro[2,3-dihydrofuro[2,3-c]pyridine-2,1′-cyclobutane-3′,4″-piperidine] (HCl salt; 50 mg) and K2CO3 (17 mg) in methanol (4 mL) is stirred at room temperature for 15 min prior to the addition of isobutylene oxide (20 μL). The reaction vessel is sealed and the mixture is stirred at 60° C. overnight. After cooling to room temperature, the mixture is concentrated and the residue is chromatographed on silica gel (cyclohexane/ethyl acetate/methanol 5:4:1→0:9:... Reactants: CCCCCC, CC(C)O, CC(C)=O, Cl, [H-], CC(C)n1nc(-c2nc(S(C)(=O)=O)c(N)nc2-c2ccccc2)ccc1=O, [Na+]. The product is CC(C)Oc1nc(-c2ccc(=O)n(C(C)C)n2)c(-c2ccccc2)nc1N. Reaction SMILES: [CH3:35][CH2:36][CH2:37][CH2:38][CH2:39][CH3:40].[CH3:3][CH:4]([CH3:5])[OH:6].[CH3:41][C:42](=[O:43])[CH3:44].[ClH:34].[H-:2].[NH2:7][c:8]1[n:9][c:10](-[c:28]2[cH:29][cH:30][cH:31][cH:32][cH:33]2)[c:11](-[c:18]2[cH:19][cH:20][c:21](=[O:27])[n:22]([CH:24]([CH3:25])[CH3:26])[n:23]2)[n:12][c:13]1[S:14]([CH3:15])(=[O:16])=[O:17].[Na+:1]>>[CH3:3][CH:4]([CH3:5])[O:6][c:13]1[c:8]([NH2:7])[n:9][c:10](-[c:28]2[cH:29][cH:30][cH:31][cH:32][cH:33]2)[c:11](-[c:18]2[cH:19][cH:20][c:21](=[O:27])[n:22]([CH:24]([CH3:25])[CH3:26])[n:23]2)[n:12]1. The reactants are CCOP(=O)(CP(=O)(OCC)OCC)OCC, Cc1oc(-c2ccccc2)nc1COc1ccc(OCc2oc(-c3ccccc3)nc2C=O)cc1, CN(C)C=O, [H-], [Na+], O. Product: CCOP(=O)(C=Cc1nc(-c2ccccc2)oc1COc1ccc(OCc2nc(-c3ccccc3)oc2C)cc1)OCC. As a reaction SMILES: [CH2:36]([P:37](=[O:38])([O:39][CH2:40][CH3:41])[O:42][CH2:43][CH3:44])[P:45]([O:46][CH2:47][CH3:48])([O:49][CH2:50][CH3:51])=[O:52].[CH3:1][c:2]1[c:3]([CH2:13][O:14][c:15]2[cH:16][cH:17][c:18]([O:19][CH2:20][c:21]3[c:22]([CH:32]=[O:33])[n:23][c:24](-[c:26]4[cH:27][cH:28][cH:29][cH:30][cH:31]4)[o:25]3)[cH:34][cH:35]2)[n:4][c:5](-[c:7]2[cH:8][cH:9][cH:10][cH:11][cH:12]2)[o:6]1.[CH3:53][N:54]([CH3:55])[CH:56]=[O:57].[H-:58].[Na+:59].[OH2:60]>>[CH3:1][c:2]1[c:3]([CH2:13][O:14][c:15]2[cH:16][cH:17][c:18]([O:19][CH2:20][c:21]3[c:22]([CH:32]=[CH:36][P:45]([O:46][CH2:47][CH3:48])([O:49][CH2:50][CH3:51])=[O:52])[n:23][c:24](-[c:26]4[cH:27][cH:28][cH:29][cH:30][cH:31]4)[o:25]3)[cH:34][cH:35]2)[n:4][c:5](-[c:7]2[cH:8][cH:9][cH:10][cH:11][cH:12]2)[o:6]1. Starting materials: C1(=CC=C(C=C1)S(=O)(=O)O)C.C(=O)(O)C1(CCNCC1)C1=CC=CC=C1 (4-carboxy-4-phenylpiperidine p-toluenesulfonate), bromide benzyl. Solvent: O (water), CC(=O)C (acetone). Reaction conditions: temperature 5 celsius, time 1 hour. The product is C(C1=CC=CC=C1)N1CCC(CC1)(C1=CC=CC=C1)C(=O)O (1-Benzyl-4-carboxy-4-phenylpiperidine). Yield: 89.5%. Reaction SMILES: [C:1]1([CH3:11])[CH:6]=[CH:5][C:4](S(O)(=O)=O)=[CH:3][CH:2]=1.[C:12]([C:15]1([C:21]2[CH:26]=[CH:25][CH:24]=[CH:23][CH:22]=2)[CH2:20][CH2:19][NH:18][CH2:17][CH2:16]1)([OH:14])=[O:13]>O.CC(C)=O>[CH2:11]([N:18]1[CH2:19][CH2:20][C:15]([C:12]([OH:14])=[O:13])([C:21]2[CH:26]=[CH:25][CH:24]=[CH:23][CH:22]=2)[CH2:16][CH2:17]1)[C:1]1[CH:6]=[CH:5][CH:4]=[CH:3][CH:2]=1 |f:0.1|. Procedure: 106 ml of a 30 % NAOH solution is added to a suspension of 100 g of 4-carboxy-4-phenylpiperidine p-toluenesulfonate in 600 ml of water, then the thus obtained solution is cooled to 5° C., a solution of 47.6 g of bromide benzyl in 100 ml of acetone is added dropwise and left under stirring for 1 hour while the temperature being allowed to rise to RiT. The acetone is evaporated under vacum, and the pH of the remaining aqueous phase is brought to 9.5 by adding concentrated aqueous solution of HCl, ...